describe an organic reaction: reactants, conditions, products, and yield From a dataset of the Open Reaction Database (ORD), a public repository of structured organic reaction records. Starting materials: [Br-], O=C1CCc2ccc(Br)cc21, C1CCOC1, C[P+](c1ccccc1)(c1ccccc1)c1ccccc1, [Li]CCCC. Yields the product C=C1CCc2ccc(Br)cc21. Reaction SMILES: [Br-:17].[Br:6][c:7]1[cH:8][cH:9][c:10]2[c:14]([cH:15]1)[C:13](=[O:16])[CH2:12][CH2:11]2.[CH2:38]1[O:39][CH2:40][CH2:41][CH2:42]1.[CH3:18][P+:19]([c:20]1[cH:21][cH:22][cH:23][cH:24][cH:25]1)([c:26]1[cH:27][cH:28][cH:29][cH:30][cH:31]1)[c:32]1[cH:33][cH:34][cH:35][cH:36][cH:37]1.[CH3:1][CH2:2][CH2:3][CH2:4][Li:5]>>[CH2:1]=[C:13]1[CH2:12][CH2:11][c:10]2[cH:9][cH:8][c:7]([Br:6])[cH:15][c:14]21. The reactants are FC=1C=CC(=C(C1)C)[N+](=O)[O-] (5-fluoro-2-nitrotoluene), CC(C)N(CCCS)C(C)C (3-[bis(1-methylethyl)amino]propanethiol). The product is CC=1C=C(C=CC1[N+](=O)[O-])SCCCN(C(C)C)C(C)C (3-[(3-Methyl-4-nitrophenyl)thio]-N,N-bis-(1-methylethyl)propanamine). Reaction SMILES: F[C:2]1[CH:3]=[CH:4][C:5]([N+:9]([O-:11])=[O:10])=[C:6]([CH3:8])[CH:7]=1.[CH3:12][CH:13]([N:15]([CH:20]([CH3:22])[CH3:21])[CH2:16][CH2:17][CH2:18][SH:19])[CH3:14]>>[CH3:8][C:6]1[CH:7]=[C:2]([S:19][CH2:18][CH2:17][CH2:16][N:15]([CH:20]([CH3:22])[CH3:21])[CH:13]([CH3:12])[CH3:14])[CH:3]=[CH:4][C:5]=1[N+:9]([O-:11])=[O:10]. Procedure: In a manner similar to Preparation 43 react 5-fluoro-2-nitrotoluene with 3-[bis(1-methylethyl)amino]propanethiol to obtain the tile compound.